Dataset: the Open Reaction Database (ORD), a public repository of structured organic reaction records. Task: describe an organic reaction: reactants, conditions, products, and yield Starting materials: C(C1=CC=CC=C1)OC1=CC(N(C=C1)C1=CC=C2C(=C1)N(C=1CC3CCCCN3CC12)S(=O)(=O)C1=CC=C(C)C=C1)=O (4-(benzyloxy)-1-(5-tosyl-5,6,6a,7,8,9,10,12-octahydroindolo[2,3-b]quinolizin-3-yl)-pyridin-2(1H)-one), [OH-].[Na+] (NaOH), C(Cl)Cl (CH2Cl2). Run in CO (CH3OH). Product: Cl.C(C1=CC=CC=C1)OC1=CC(N(C=C1)C1=CC=C2C(=C1)NC=1CC3CCCCN3CC12)=O (4-(Benzyloxy)-1-(5,6,6a,7,8,9,10,12-octahydroindolo[2,3-b]quinolizin-3-yl)-pyridin-2(1H)-one Hydrochloride). Isolated yield 79.0%. As a reaction SMILES: [CH2:1]([O:8][C:9]1[CH:14]=[CH:13][N:12]([C:15]2[CH:20]=[C:19]3[N:21](S(C4C=CC(C)=CC=4)(=O)=O)[C:22]4[CH2:23][CH:24]5[N:29]([CH2:30][C:31]=4[C:18]3=[CH:17][CH:16]=2)[CH2:28][CH2:27][CH2:26][CH2:25]5)[C:11](=[O:42])[CH:10]=1)[C:2]1[CH:7]=[CH:6][CH:5]=[CH:4][CH:3]=1.[OH-].[Na+].C(Cl)[Cl:46]>CO>[ClH:46].[CH2:1]([O:8][C:9]1[CH:14]=[CH:13][N:12]([C:15]2[CH:20]=[C:19]3[NH:21][C:22]4[CH2:23][CH:24]5[N:29]([CH2:30][C:31]=4[C:18]3=[CH:17][CH:16]=2)[CH2:28][CH2:27][CH2:26][CH2:25]5)[C:11](=[O:42])[CH:10]=1)[C:2]1[CH:7]=[CH:6][CH:5]=[CH:4][CH:3]=1 |f:1.2,5.6|. Procedure details: To a solution of 4-(benzyloxy)-1-(5-tosyl-5,6,6a,7,8,9,10,12-octahydroindolo[2,3-b]quinolizin-3-yl)-pyridin-2(1H)-one (50 mg, 0.086 mmol) in CH3OH (2 mL) and CH2Cl2 (2 mL) was added NaOH (17 mg, 0.43 mmol). The mixture was stirred at room temperature until complete. The mixture was filtered through a layer of Celite; the filtrate was concentrated; and the resulting oil was purified by flash column chromatography (silica gel, 10% CH3OH in CH2Cl2) to give the free base of the title compound (29 mg...